From a dataset of the Open Reaction Database (ORD), a public repository of structured organic reaction records. describe an organic reaction: reactants, conditions, products, and yield The reactants are C1(CCCC1)=O (Cyclopentanone), CO (MeOH), CO[Na] (MeONa). Reaction conditions: time 2 hour. Yields the product COC1(CCCC1)OC (cyclopentanone dimethyl acetal). Isolated yield 60.0%. Reaction SMILES: [C:1]1(=[O:6])[CH2:5][CH2:4][CH2:3][CH2:2]1.[CH3:7][O:8][Na].[CH3:10]O>>[CH3:10][O:6][C:1]1([O:8][CH3:7])[CH2:5][CH2:4][CH2:3][CH2:2]1. Procedure details: Cyclopentanone (25 g, 0.3 mol) was added at room temperature to a solution of trimethyl ortoformate (33 ml, 0.3 mol) in 60 ml anhydrous MeOH containing 75 mg TsOH. The resulting mixture was allowed to stand at room temperature for 2 hours. After adding MeONa to pH 8-8.5 and removing the MeOH, the remaining portion was distilled in vacuo to give 23.2 g (60%) of pure cyclopentanone dimethyl acetal having a boiling point of 42° C. (8 torr). NMR-1H (δ, ppm) in CDCI3 : 1.43-1.72 m (8H, 4CH2); 3.08 s ...